This data is from the Open Reaction Database (ORD), a public repository of structured organic reaction records. The task is: describe an organic reaction: reactants, conditions, products, and yield Starting materials: CS(=O)(=O)Cl (Methanesulfonyl chloride), OC1CC=2C=3C(C(=NSCC13)N(C(=O)OC(C)(C)C)C(=O)OC(C)(C)C)=NN(N2)CC2=NC=C(C(=C2C)OC)C (Di-tert-butyl {8-hydroxy-2-[(4-methoxy-3,5-dimethylpyridin-2-yl)methyl]-2,7,8,9-tetrahydro-6-thia-1,2,3,5-tetraazabenzo[cd]azulen-4-yl}imidodicarbonate), ClCCl (dichloromethane). The solvent is C(C)N(CC)CC (triethylamine). Reaction conditions: time 2 hour. Yields the product CS(=O)(=O)OC1CC=2C=3C(C(=NSCC13)N(C(=O)OC(C)(C)C)C(=O)OC(C)(C)C)=NN(N2)CC2=NC=C(C(=C2C)OC)C (4-[Bis(tert-butoxycarbonyl)amino]-2-[(4-methoxy-3,5-dimethylpyridin-2-yl)methyl]-2,7,8,9-tetrahydro-6-thia-1,2,3,5-tetraazabenzo[cd]azulen-8-yl methanesulfonate). Yield: 93.0%. RXN SMILES: [CH3:1][S:2](Cl)(=[O:4])=[O:3].[OH:6][CH:7]1[C:16]2[CH2:15][S:14][N:13]=[C:12]([N:17]([C:25]([O:27][C:28]([CH3:31])([CH3:30])[CH3:29])=[O:26])[C:18]([O:20][C:21]([CH3:24])([CH3:23])[CH3:22])=[O:19])[C:11]3=[N:32][N:33]([CH2:35][C:36]4[C:41]([CH3:42])=[C:40]([O:43][CH3:44])[C:39]([CH3:45])=[CH:38][N:37]=4)[N:34]=[C:9]([C:10]=23)[CH2:8]1.ClCCl>C(N(CC)CC)C>[CH3:1][S:2]([O:6][CH:7]1[C:16]2[CH2:15][S:14][N:13]=[C:12]([N:17]([C:18]([O:20][C:21]([CH3:24])([CH3:23])[CH3:22])=[O:19])[C:25]([O:27][C:28]([CH3:31])([CH3:30])[CH3:29])=[O:26])[C:11]3=[N:32][N:33]([CH2:35][C:36]4[C:41]([CH3:42])=[C:40]([O:43][CH3:44])[C:39]([CH3:45])=[CH:38][N:37]=4)[N:34]=[C:9]([C:10]=23)[CH2:8]1)(=[O:4])=[O:3]. Procedure details: Methanesulfonyl chloride (39 μL) was added dropwise to a mixture composed of di-tert-butyl {8-hydroxy-2-[(4-methoxy-3,5-dimethylpyridin-2-yl)methyl]-2,7,8,9-tetrahydro-6-thia-1,2,3,5-tetraazabenzo[cd]azulen-4-yl}imidodicarbonate of Example 32 (240 mg), dehydrated dichloromethane (6 mL) and triethylamine (88 μL) under cooling in an ice bath. The ice bath was removed and the mixture was stirred for two hours. After confirming that the raw material disappeared, the reaction mixture was diluted with... Reactants: CCOC(=O)C(C)OC(c1ccc(C#N)cc1)c1cn(C(c2ccccc2)(c2ccccc2)c2ccccc2)cn1, CI, CN(C)P(=O)(N(C)C)N(C)C, CC(C)NC(C)C, [Cl-], ClCCl, [Li], [NH4+], C1CCOC1. Product: CCOC(=O)C(C)(C)OC(c1ccc(C#N)cc1)c1cn(C(c2ccccc2)(c2ccccc2)c2ccccc2)cn1. Reaction SMILES: [C:9](#[N:10])[c:11]1[cH:12][cH:13][c:14]([CH:17]([O:18][CH:19]([C:20](=[O:21])[O:22][CH2:23][CH3:24])[CH3:25])[c:26]2[n:27][cH:28][n:29]([C:31]([c:32]3[cH:33][cH:34][cH:35][cH:36][cH:37]3)([c:38]3[cH:39][cH:40][cH:41][cH:42][cH:43]3)[c:44]3[cH:45][cH:46][cH:47][cH:48][cH:49]3)[cH:30]2)[cH:15][cH:16]1.[CH3:50][I:51].[CH3:57][N:58]([CH3:59])[P:60](=[O:61])([N:62]([CH3:63])[CH3:64])[N:65]([CH3:66])[CH3:67].[CH:1]([NH:2][CH:3]([CH3:4])[CH3:5])([CH3:6])[CH3:7].[Cl-:71].[Cl:68][CH2:69][Cl:70].[Li:8].[NH4+:72].[O:52]1[CH2:53][CH2:54][CH2:55][CH2:56]1>>[CH3:1][C:19]([O:18][CH:17]([c:14]1[cH:13][cH:12][c:11]([C:9]#[N:10])[cH:16][cH:15]1)[c:26]1[n:27][cH:28][n:29]([C:31]([c:32]2[cH:33][cH:34][cH:35][cH:36][cH:37]2)([c:38]2[cH:39][cH:40][cH:41][cH:42][cH:43]2)[c:44]2[cH:45][cH:46][cH:47][cH:48][cH:49]2)[cH:30]1)([C:20](=[O:21])[O:22][CH2:23][CH3:24])[CH3:25]. The reactants are [OH-].[Na+] (sodium hydroxide), CN1C(CCC1)=O (N-methyl-2-pyrrolidone), O (water), CN1C(CCC1)=O (N-methyl-2-pyrrolidone). Yields the product CNCCCC(=O)[O-].[Na+] (sodium N-methyl-4-aminobutyrate). As a reaction SMILES: [OH-:1].[Na+:2].O.[CH3:4][N:5]1[CH2:9][CH2:8][CH2:7][C:6]1=[O:10]>>[CH3:4][NH:5][CH2:9][CH2:8][CH2:7][C:6]([O-:10])=[O:1].[Na+:2] |f:0.1,4.5|. Procedure details: contacting an aqueous sodium hydroxide and N-methyl-2-pyrrolidone to form a first mixture comprising sodium N-methyl-4-aminobutyrate, water and N-methyl-2-pyrrolidone, and subsequently contacting said first mixture with sodium bisulfide under reaction conditions of time and temperature sufficient to produce a second mixture comprising a polymerizable complex of said sodium N-methyl-4-aminobutyrate and said sodium bisulfide, N-methyl-2-pyrrolidone, water and metal impurities wherein said temperat... Starting materials: C(CC)C1=C(OCCCOC=2C=C(C(C(=O)OC)O)C=CC2)C=CC(=C1)OC1=CC=CC=C1 (methyl 3-(3-(2-propyl-4-phenoxyphenoxy)propoxy)mandelate), NC(=O)N (urea), C[O-].[Na+] (sodium methoxide). The product is C(CC)C1=C(OCCCOC=2C=C(C=CC2)C2C(NC(O2)=O)=O)C=CC(=C1)OC1=CC=CC=C1 (5-[3-(3-(2-propyl-4-phenoxyphenoxy)propoxy) phenyl]-2,4-oxazolidinedione). As a reaction SMILES: [CH2:1]([C:4]1[CH:26]=[C:25]([O:27][C:28]2[CH:33]=[CH:32][CH:31]=[CH:30][CH:29]=2)[CH:24]=[CH:23][C:5]=1[O:6][CH2:7][CH2:8][CH2:9][O:10][C:11]1[CH:12]=[C:13]([CH:20]=[CH:21][CH:22]=1)[CH:14]([OH:19])[C:15](OC)=[O:16])[CH2:2][CH3:3].[NH2:34][C:35](N)=[O:36].C[O-].[Na+]>>[CH2:1]([C:4]1[CH:26]=[C:25]([O:27][C:28]2[CH:33]=[CH:32][CH:31]=[CH:30][CH:29]=2)[CH:24]=[CH:23][C:5]=1[O:6][CH2:7][CH2:8][CH2:9][O:10][C:11]1[CH:12]=[C:13]([CH:14]2[O:19][C:35](=[O:36])[NH:34][C:15]2=[O:16])[CH:20]=[CH:21][CH:22]=1)[CH2:2][CH3:3] |f:2.3|. Procedure details: A solution of methyl 3-(3-(2-propyl-4-phenoxyphenoxy)propoxy)mandelate (194 mg), urea (39 mg) and sodium methoxide (0.90 mL, 0.5 M) was refluxed overnight. The reaction mixture was partitioned between ethyl acetate and water. The organic layer was washed twice with water, dried over sodium sulfate, filtered and evaporated to an oil, which was chromatographed over silica gel with 3% of methanol in methylenechloride to afford the title compound. Starting materials: ClC(=O)N1[C@H](CN(C[C@H]1C)C(=O)OC(C)(C)C)C (cis 1-chlorocarbonyl-2,6-dimethyl-4-tert-butoxycarbonylpiperazine), C(C1=CC=CC=C1)Cl (benzyl chloride), FC1=C(CO)C=C(C=C1)O (2-fluoro-5-hydroxybenzyl alcohol). The product is Cl.C[C@@H]1N([C@@H](CNC1)C)C(=O)OCC1=C(C=CC(=C1)OCC1=CC=CC=C1)F (5-Benzyloxy-2-fluorobenzyl cis-2,6-dimethylpiperazine-1-carboxylate hydrochloride), product. The yield is 56.0%. RXN SMILES: [Cl:1][C:2]([N:4]1[C@H:9]([CH3:10])[CH2:8][N:7](C(OC(C)(C)C)=O)[CH2:6][C@@H:5]1[CH3:18])=[O:3].[CH2:19](Cl)[C:20]1[CH:25]=[CH:24][CH:23]=[CH:22][CH:21]=1.[F:27][C:28]1[CH:35]=[CH:34][C:33]([OH:36])=[CH:32][C:29]=1[CH2:30][OH:31]>>[ClH:1].[CH3:10][C@H:9]1[CH2:8][NH:7][CH2:6][C@@H:5]([CH3:18])[N:4]1[C:2]([O:31][CH2:30][C:29]1[CH:32]=[C:33]([O:36][CH2:19][C:20]2[CH:25]=[CH:24][CH:23]=[CH:22][CH:21]=2)[CH:34]=[CH:35][C:28]=1[F:27])=[O:3] |f:3.4|. Reported procedure: 5-Benzyloxy-2-fluorobenzyl cis-2,6-dimethylpiperazine-1-carboxylate hydrochloride was prepared from cis 1-chlorocarbonyl-2,6-dimethyl-4-tert-butoxycarbonylpiperazine, benzyl chloride and 2-fluoro-5-hydroxybenzyl alcohol according to the methods described for Examples 52, 54 and 96 to give the product as a white solid (0.229 g, 56% overall); (Found; C, 61.5; H, 6.5; N, 6.8%. C21H25FN2O3.HCl requires C, 61.7; H, 6.4; N, 6.85%); δH (400 MHz, DMSO-d6) 9.86 (1H, br), 9.17 (1H, br), 7.45–7.33 (5H, m),... Starting materials: ClC=1C(=NC(=NC1)SC)C(=O)N(CC1=CC=C(C=C1)C)C(C(=O)N)C1=CC2=C(OCCO2)C=C1 (5-Chloro-2-methylthio-N-[2-amino-1-{1,4-benzodioxan-6-yl}-2-oxoethyl]-N-(4-methylbenzyl)pyrimidine-4-carboxamide), COC=1C=C(C=O)C=CC1 (3-methoxybenzaldehyde), aldehyde. The product is ClC=1C(=NC(=NC1)SC)C(=O)N(CC1=CC=C(C=C1)C)C(C(=O)N)C1=CC(=CC=C1)OC (5-Chloro-2-methylthio-N-[2-amino-1-{3-methoxyphenyl}-2-oxoethyl]-N-(4-methylbenzyl)pyrimidine-4-carboxamide). As a reaction SMILES: [Cl:1][C:2]1[C:3]([C:10]([N:12]([CH:21]([C:25]2[CH:34]=[CH:33][C:28]3OC[CH2:31][O:32][C:27]=3[CH:26]=2)[C:22]([NH2:24])=[O:23])[CH2:13][C:14]2[CH:19]=[CH:18][C:17]([CH3:20])=[CH:16][CH:15]=2)=[O:11])=[N:4][C:5]([S:8][CH3:9])=[N:6][CH:7]=1.COC1C=C(C=CC=1)C=O>>[Cl:1][C:2]1[C:3]([C:10]([N:12]([CH:21]([C:25]2[CH:34]=[CH:33][CH:28]=[C:27]([O:32][CH3:31])[CH:26]=2)[C:22]([NH2:24])=[O:23])[CH2:13][C:14]2[CH:15]=[CH:16][C:17]([CH3:20])=[CH:18][CH:19]=2)=[O:11])=[N:4][C:5]([S:8][CH3:9])=[N:6][CH:7]=1. Reported procedure: This was prepared in the same manner as the product from example 242, using 3-methoxybenzaldehyde as the aldehyde component, to return the title compound as a solid, 1.74 g, (76%). The reactants are FC1=CC=C(C=C1)N1C=C(C(=O)OC)C(C=C1C)=O (methyl 1-(4-fluorophenyl)-6-methyl-4-oxo-1,4-dihydronicotinate), O=C(CC(=O)OC)C=CC (methyl 3-oxo-4-hexenoate), ester, C(C1=CN=CC=C1)=O (nicotinaldehyde), C(C)(=O)OC(C)=O (acetic anhydride). The solvent is O (water). Yields the product FC1=CC=C(C=C1)N1C=C(C(=O)OC)C(C=C1C=CC=1C=NC=CC1)=O (methyl 1-(4-fluorophenyl)-6-[2-(pyridin-3-yl)ethenyl]-4-oxo-1,4-dihydronicotinate). RXN SMILES: [F:1][C:2]1[CH:7]=[CH:6][C:5]([N:8]2[C:17]([CH3:18])=[CH:16][C:15](=[O:19])[C:10]([C:11]([O:13][CH3:14])=[O:12])=[CH:9]2)=[CH:4][CH:3]=1.O=C(C=CC)CC(OC)=O.[CH:30](=O)[C:31]1[CH:36]=[CH:35][CH:34]=[N:33][CH:32]=1.C(OC(=O)C)(=O)C>O>[F:1][C:2]1[CH:7]=[CH:6][C:5]([N:8]2[C:17]([CH:18]=[CH:30][C:31]3[CH:32]=[N:33][CH:34]=[CH:35][CH:36]=3)=[CH:16][C:15](=[O:19])[C:10]([C:11]([O:13][CH3:14])=[O:12])=[CH:9]2)=[CH:4][CH:3]=1. Procedure: In the same manner as in Example 4, methyl 1-(4-fluorophenyl)-6-methyl-4-oxo-1,4-dihydronicotinate (m.p. 190°-195° C.) was prepared from methyl 3-oxo-4-hexenoate and 4-flouoroaniline, and 0.7 g of this ester was mixed with 0.32 g of nicotinaldehyde and 0.58 g of acetic anhydride, and they were refluxed for 5 hours. After completion of the reaction, the reaction mixture was cooled to room temperature, and 20 ml of water was added thereto, after which the mixture was successively extracted with th... Starting materials: Brc1ccc(-c2ccccc2)cc1, C#CCCCO, O=CCCC#Cc1ccc(-c2ccccc2)cc1, CC(C)CNC(=O)C=CCCC#Cc1ccc(-c2ccccc2)cc1. The product is OCCCC#Cc1ccc(-c2ccccc2)cc1. RXN SMILES: [Br:7][c:8]1[cH:9][cH:10][c:11](-[c:12]2[cH:13][cH:14][cH:15][cH:16][cH:17]2)[cH:18][cH:19]1.[CH2:1]([OH:2])[CH2:3][CH2:4][C:5]#[CH:6].[c:20]1(-[c:26]2[cH:27][cH:28][c:29]([C:32]#[C:33][CH2:34][CH2:35][CH:36]=[O:37])[cH:30][cH:31]2)[cH:21][cH:22][cH:23][cH:24][cH:25]1.[c:38]1(-[c:39]2[cH:40][cH:41][c:42]([C:43]#[C:44][CH2:45][CH2:46][CH:47]=[CH:48][C:49]([NH:50][CH2:51][CH:52]([CH3:53])[CH3:54])=[O:55])[cH:56][cH:57]2)[cH:58][cH:59][cH:60][cH:61][cH:62]1>>[c:20]1(-[c:26]2[cH:27][cH:28][c:29]([C:32]#[C:33][CH2:34][CH2:35][CH2:36][OH:37])[cH:30][cH:31]2)[cH:21][cH:22][cH:23][cH:24][cH:25]1. Run in CN(C=O)C (dimethylformamide). Reactants: SCCC(C)(C)NC(OCC1=CC=CC=C1)=O (benzyl 4-mercapto-2-methylbutan-2-ylcarbamate), C([O-])([O-])=O.[Cs+].[Cs+] (Cesium carbonate), ClCCOCCO (2-(2-chloroethoxy)ethanol). Yields the product OCCOCCSCCC(C)(C)NC(OCC1=CC=CC=C1)=O (Benzyl 4-(2-(2-hydroxyethoxy)ethylthio)-2-methylbutan-2-ylcarbamate). Procedure details: The crude benzyl 4-mercapto-2-methylbutan-2-ylcarbamate (2.83 g, 10.2 mmol) from the previous reaction was dissolved into dimethylformamide (60 mL). Cesium carbonate (6.65 g, 2 equiv, 20.4 mmol) was added in one portion to the solution to give a suspension followed by 2-(2-chloroethoxy)ethanol (1.39 g, 11.2 mmol). The flask was sealed with a septum and vigorously stirred at 50° C. under nitrogen atmosphere for 16 hours. The suspension was concentrated to an oily solid residue. This material was ... Reaction conditions: temperature 50 celsius, time 16 hour. RXN SMILES: [SH:1][CH2:2][CH2:3][C:4]([NH:7][C:8](=[O:17])[O:9][CH2:10][C:11]1[CH:16]=[CH:15][CH:14]=[CH:13][CH:12]=1)([CH3:6])[CH3:5].C(=O)([O-])[O-].[Cs+].[Cs+].Cl[CH2:25][CH2:26][O:27][CH2:28][CH2:29][OH:30]>CN(C)C=O>[OH:30][CH2:29][CH2:28][O:27][CH2:26][CH2:25][S:1][CH2:2][CH2:3][C:4]([NH:7][C:8](=[O:17])[O:9][CH2:10][C:11]1[CH:16]=[CH:15][CH:14]=[CH:13][CH:12]=1)([CH3:6])[CH3:5] |f:1.2.3|.